From a dataset of the Open Reaction Database (ORD), a public repository of structured organic reaction records. describe an organic reaction: reactants, conditions, products, and yield Reactants: Br (hydrogen bromide), C(C)(C)(C)OC([C@@H](NC(CN(C1CC2=CC=CC=C2C1)C([C@@H](N[C@@H](CCC1=CC=CC=C1)C(=O)OCC)C)=O)=O)CC1=CC=CC=C1)=O (N-[1(S)-Ethoxycarbonyl-3-phenylpropyl]-L-alanyl-N-(2-indanyl)glycyl-L-phenylalanine tert-butyl ester), CCOCC (ether). Run in C(C)(=O)O (acetic acid), C(C)(=O)O (acetic acid). The product is Br.C(C)OC(=O)[C@H](CCC1=CC=CC=C1)N[C@@H](C)C(=O)N(CC(=O)N[C@@H](CC1=CC=CC=C1)C(=O)O)C1CC2=CC=CC=C2C1 (N-[1(S)-ethoxycarbonyl-3-phenylpropyl]-L-alanyl-N-(2-indanyl)glycyl-L-phenylalanine hydrobromide). As a reaction SMILES: C([O:5][C:6](=[O:48])[C@H:7]([CH2:41][C:42]1[CH:47]=[CH:46][CH:45]=[CH:44][CH:43]=1)[NH:8][C:9](=[O:40])[CH2:10][N:11]([C:21](=[O:39])[C@H:22]([CH3:38])[NH:23][C@H:24]([C:33]([O:35][CH2:36][CH3:37])=[O:34])[CH2:25][CH2:26][C:27]1[CH:32]=[CH:31][CH:30]=[CH:29][CH:28]=1)[CH:12]1[CH2:20][C:19]2[C:14](=[CH:15][CH:16]=[CH:17][CH:18]=2)[CH2:13]1)(C)(C)C.[BrH:49].CCOCC>C(O)(=O)C>[BrH:49].[CH2:36]([O:35][C:33]([C@@H:24]([NH:23][C@H:22]([C:21]([N:11]([CH:12]1[CH2:13][C:14]2[C:19](=[CH:18][CH:17]=[CH:16][CH:15]=2)[CH2:20]1)[CH2:10][C:9]([NH:8][C@H:7]([C:6]([OH:48])=[O:5])[CH2:41][C:42]1[CH:47]=[CH:46][CH:45]=[CH:44][CH:43]=1)=[O:40])=[O:39])[CH3:38])[CH2:25][CH2:26][C:27]1[CH:28]=[CH:29][CH:30]=[CH:31][CH:32]=1)=[O:34])[CH3:37] |f:4.5|. Procedure details: N-[1(S)-Ethoxycarbonyl-3-phenylpropyl]-L-alanyl-N-(2-indanyl)glycyl-L-phenylalanine tert-butyl ester (1.8 g) is dissolved in 2 ml of acetic acid, and 3 ml of 30% hydrogen bromide in acetic acid is added. The mixture is reacted at room temperature for 10 minutes. The reaction mixture is shaken with 300 ml of ether and allowed to stand. The ether is then decanted off and to the precipitate is added ethyl acetate, whereby 1.35 g of N-[1(S)-ethoxycarbonyl-3-phenylpropyl]-L-alanyl-N-(2-indanyl)glycyl... Procedure: Prepared from (4-iodo-2-nitro-phenyl)-carbamic acid tert.-butyl ester (Example A1) and furan-3-boronic acid according to the general procedure B. Obtained as an orange solid (855 mg). RXN SMILES: [C:1]([O:5][C:6](=[O:18])[NH:7][C:8]1[CH:13]=[CH:12][C:11](I)=[CH:10][C:9]=1[N+:15]([O-:17])=[O:16])([CH3:4])([CH3:3])[CH3:2].[O:19]1[CH:23]=[CH:22][C:21](B(O)O)=[CH:20]1>>[C:1]([O:5][C:6](=[O:18])[NH:7][C:8]1[CH:13]=[CH:12][C:11]([C:21]2[CH:22]=[CH:23][O:19][CH:20]=2)=[CH:10][C:9]=1[N+:15]([O-:17])=[O:16])([CH3:4])([CH3:3])[CH3:2]. Reactants: C(C)(C)(C)OC(NC1=C(C=C(C=C1)I)[N+](=O)[O-])=O ((4-Iodo-2-nitro-phenyl)-carbamic acid tert.-butyl ester), O1C=C(C=C1)B(O)O (furan-3-boronic acid). The product is C(C)(C)(C)OC(NC1=C(C=C(C=C1)C1=COC=C1)[N+](=O)[O-])=O ((4-Furan-3-yl-2-nitro-phenyl)-carbamic acid tert.-butyl ester). Reactants: COC(=O)C#CC(=O)OC, CO, Nc1ccc([N+](=O)[O-])cc1. The product is COC(=O)C=C(Nc1ccc([N+](=O)[O-])cc1)C(=O)OC. As a reaction SMILES: [C:11](#[C:12][C:13](=[O:14])[O:15][CH3:16])[C:17](=[O:18])[O:19][CH3:20].[CH3:21][OH:22].[NH2:1][c:2]1[cH:3][cH:4][c:5]([N+:8]([O-:9])=[O:10])[cH:6][cH:7]1>>[NH:1]([c:2]1[cH:3][cH:4][c:5]([N+:8]([O-:9])=[O:10])[cH:6][cH:7]1)[C:12](=[CH:11][C:17](=[O:18])[O:19][CH3:20])[C:13](=[O:14])[O:15][CH3:16]. Reactants: N=1N=C(N2C3=C(NC4=C(C21)C=CC=C4)N=CC=C3)C3=CC=C(C(=O)N4CCC(CC4)NC(OC(C)(C)C)=O)C=C3 (tert-butyl (1-(4-(9H-benzo[f]pyrido[2,3-b][1,2,4]triazolo[4,3-d][1,4]diazepin-3-yl)benzoyl)piperidin-4-yl)carbamate), Cl (HCl). The solvent is ClCCl (dichloromethane), O1CCOCC1 (dioxane). Run at time 20 hour. Product: Cl.N=1N=C(N2C3=C(NC4=C(C21)C=CC=C4)N=CC=C3)C3=CC=C(C=C3)C(=O)N3CCC(CC3)N ((4-(9H-benzo[f]pyrido[2,3-b][1,2,4]triazolo[4,3-d][1,4]diazepin-3-yl)phenyl)(4-aminopiperidin-1-yl)methanone hydrochloride). Yield: 88.0%. Reaction SMILES: [N:1]1[N:2]=[C:3]([C:19]2[CH:40]=[CH:39][C:22]([C:23]([N:25]3[CH2:30][CH2:29][CH:28]([NH:31]C(=O)OC(C)(C)C)[CH2:27][CH2:26]3)=[O:24])=[CH:21][CH:20]=2)[N:4]2[C:10]=1[C:9]1[CH:11]=[CH:12][CH:13]=[CH:14][C:8]=1[NH:7][C:6]1[N:15]=[CH:16][CH:17]=[CH:18][C:5]2=1.[ClH:41]>ClCCl.O1CCOCC1>[ClH:41].[N:1]1[N:2]=[C:3]([C:19]2[CH:40]=[CH:39][C:22]([C:23]([N:25]3[CH2:26][CH2:27][CH:28]([NH2:31])[CH2:29][CH2:30]3)=[O:24])=[CH:21][CH:20]=2)[N:4]2[C:10]=1[C:9]1[CH:11]=[CH:12][CH:13]=[CH:14][C:8]=1[NH:7][C:6]1[N:15]=[CH:16][CH:17]=[CH:18][C:5]2=1 |f:4.5|. Procedure details: To a solution of tert-butyl (1-(4-(9H-benzo[f]pyrido[2,3-b][1,2,4]triazolo[4,3-d][1,4]diazepin-3-yl)benzoyl)piperidin-4-yl)carbamate (0.25 g, 0.47 mmol) in dichloromethane (10 mL) was added 4N HCl in dioxane (0.5 mL). The reaction mixture was stirred at room temperature for 20 hours. The solids were filtered off, washed with ether and dried under vacuum, yielding (4-(9H-benzo[f]pyrido[2,3-b][1,2,4]triazolo[4,3-d][1,4]diazepin-3-yl)phenyl)(4-aminopiperidin-1-yl)methanone hydrochloride as a yellow...